Dataset: the Open Reaction Database (ORD), a public repository of structured organic reaction records. Task: describe an organic reaction: reactants, conditions, products, and yield Starting materials: CCOC(=O)C(=O)OCC, Cc1cc(Cl)ncc1[N+](=O)[O-]. As a reaction SMILES: [C:12]([C:13](=[O:14])[O:15][CH2:16][CH3:17])(=[O:18])[O:19][CH2:20][CH3:21].[Cl:1][c:2]1[n:3][cH:4][c:5]([N+:9](=[O:10])[O-:11])[c:6]([CH3:8])[cH:7]1>>[Cl:1][c:2]1[n:3][cH:4][c:5]([N+:9](=[O:10])[O-:11])[c:6]([CH:8]=[C:12]([C:13](=[O:14])[O:15][CH2:16][CH3:17])[OH:18])[cH:7]1. Product: CCOC(=O)C(O)=Cc1cc(Cl)ncc1[N+](=O)[O-]. The reactants are C(C)(C)(C)OC(N(CCCCO)CC1=CC=CC=C1)=O (benzyl-(4-hydroxy-butyl)-carbamic acid tert butyl ester), C(=O)(N1C=NC=C1)N1C=NC=C1 (carbonyldiimidazole), IC (iodomethane), IC (iodomethane). The solvent is C(C)#N (acetonitrile), C(C)OCC (diethyl ether). Run at time 2 hour. The product is C(C1=CC=CC=C1)N(CCCCI)C(=O)OC(C)(C)C (N-benzyl-N-(t-butoxycarbonyl)-4-amino-1-iodobutane). Yield: 53.2%. As a reaction SMILES: [C:1]([O:5][C:6](=[O:20])[N:7]([CH2:13][C:14]1[CH:19]=[CH:18][CH:17]=[CH:16][CH:15]=1)[CH2:8][CH2:9][CH2:10][CH2:11]O)([CH3:4])([CH3:3])[CH3:2].C(N1C=CN=C1)(N1C=CN=C1)=O.[I:33]C>C(#N)C.C(OCC)C>[CH2:13]([N:7]([C:6]([O:5][C:1]([CH3:4])([CH3:3])[CH3:2])=[O:20])[CH2:8][CH2:9][CH2:10][CH2:11][I:33])[C:14]1[CH:19]=[CH:18][CH:17]=[CH:16][CH:15]=1. Procedure: To a solution of benzyl-(4-hydroxy-butyl)-carbamic acid tert butyl ester (6.06 g 21.7 mmol) in acetonitrile (25 mL), carbonyldiimidazole (3.52 g 21.7 mmol) and iodomethane (6.8 mL 109 mmole) were added. The reaction mixture became lukewarm and was stirred for an hour at room temperature followed by another 2 h under reflux. The reaction mixture was allowed to cool to room temperature and additional iodomethane (6.8 mL) was added and the reaction was refluxed for an additional hour. The reaction ... The reactants are O=C(OCc1ccccc1)N1CCNCC1, CC(C)=O, S=C=Nc1ccccc1. The product is O=C(OCc1ccccc1)N1CCN(C(=S)Nc2ccccc2)CC1. RXN SMILES: [CH2:1]([c:2]1[cH:3][cH:4][cH:5][cH:6][cH:7]1)[O:8][C:9](=[O:10])[N:11]1[CH2:12][CH2:13][NH:14][CH2:15][CH2:16]1.[CH3:26][C:27](=[O:28])[CH3:29].[c:17]1([N:23]=[C:24]=[S:25])[cH:18][cH:19][cH:20][cH:21][cH:22]1>>[CH2:1]([c:2]1[cH:3][cH:4][cH:5][cH:6][cH:7]1)[O:8][C:9](=[O:10])[N:11]1[CH2:12][CH2:13][N:14]([C:24]([NH:23][c:17]2[cH:18][cH:19][cH:20][cH:21][cH:22]2)=[S:25])[CH2:15][CH2:16]1. Starting materials: C(C)(=O)N1C(CC(C2=CC(=CC=C12)N)(C)C1=CC=CC=C1)(C)C (1-acetyl-6-amino-4-phenyl-1,2,3,4-tetrahydro-2,2,4-trimethylquinoline), COC1=C(C(=O)Cl)C=CC=C1 (2-methoxybenzoyl chloride), C(C)(C)N(C(C)C)CC (N,N-diisopropylethylamine). Solvent: O1CCCC1 (tetrahydrofuran). The product is C(C)(=O)N1C(CC(C2=CC(=CC=C12)NC(C1=C(C=CC=C1)OC)=O)(C)C1=CC=CC=C1)(C)C (1-Acetyl-6-(2-methoxybenzoyl)amino-4-phenyl-1,2,3,4-tetrahydro-2,2,4-trimethylquinoline). As a reaction SMILES: [C:1]([N:4]1[C:13]2[C:8](=[CH:9][C:10]([NH2:14])=[CH:11][CH:12]=2)[C:7]([C:16]2[CH:21]=[CH:20][CH:19]=[CH:18][CH:17]=2)([CH3:15])[CH2:6][C:5]1([CH3:23])[CH3:22])(=[O:3])[CH3:2].[CH3:24][O:25][C:26]1[CH:34]=[CH:33][CH:32]=[CH:31][C:27]=1[C:28](Cl)=[O:29].C(N(CC)C(C)C)(C)C>O1CCCC1>[C:1]([N:4]1[C:13]2[C:8](=[CH:9][C:10]([NH:14][C:28](=[O:29])[C:27]3[CH:31]=[CH:32][CH:33]=[CH:34][C:26]=3[O:25][CH3:24])=[CH:11][CH:12]=2)[C:7]([C:16]2[CH:21]=[CH:20][CH:19]=[CH:18][CH:17]=2)([CH3:15])[CH2:6][C:5]1([CH3:23])[CH3:22])(=[O:3])[CH3:2]. Reported procedure: Acylation of 1-acetyl-6-amino-4-phenyl-1,2,3,4-tetrahydro-2,2,4-trimethylquinoline (0.60 g) with 2-methoxybenzoyl chloride (1.0 g) and N,N-diisopropylethylamine (1.7 ml) in tetrahydrofuran (60 ml) was performed according to the method described in example 6.